Dataset: the Open Reaction Database (ORD), a public repository of structured organic reaction records. Task: describe an organic reaction: reactants, conditions, products, and yield The reactants are CC(C)(C)OC(=O)NC(Cc1ccc(O)cc1)C(=O)O, O=C(OCc1ccccc1)N1CCCNCC1, C(=NC1CCCCC1)=NC1CCCCC1, C1CCOC1, O, On1nnc2ccccc21. Product: CC(C)(C)OC(=O)NC(Cc1ccc(O)cc1)C(=O)N1CCCN(C(=O)OCc2ccccc2)CC1. RXN SMILES: [C:1]([CH3:2])([CH3:3])([CH3:4])[O:5][C:6](=[O:7])[NH:8][CH:9]([CH2:10][c:11]1[cH:12][cH:13][c:14]([OH:17])[cH:15][cH:16]1)[C:18](=[O:19])[OH:20].[CH2:21]([c:22]1[cH:23][cH:24][cH:25][cH:26][cH:27]1)[O:28][C:29](=[O:30])[N:31]1[CH2:32][CH2:33][NH:34][CH2:35][CH2:36][CH2:37]1.[CH:49]1([N:50]=[C:51]=[N:52][CH:53]2[CH2:54][CH2:55][CH2:56][CH2:57][CH2:58]2)[CH2:59][CH2:60][CH2:61][CH2:62][CH2:63]1.[O:64]1[CH2:65][CH2:66][CH2:67][CH2:68]1.[OH2:38].[OH:39][n:40]1[c:41]2[cH:42][cH:43][cH:44][cH:45][c:46]2[n:47][n:48]1>>[C:1]([CH3:2])([CH3:3])([CH3:4])[O:5][C:6](=[O:7])[NH:8][CH:9]([CH2:10][c:11]1[cH:12][cH:13][c:14]([OH:17])[cH:15][cH:16]1)[C:18](=[O:20])[N:34]1[CH2:33][CH2:32][N:31]([C:29]([O:28][CH2:21][c:22]2[cH:23][cH:24][cH:25][cH:26][cH:27]2)=[O:30])[CH2:37][CH2:36][CH2:35]1. Starting materials: CCOC(=O)C1CCCN(CCOCC=C(c2ccc(C(F)(F)F)cc2)c2ccc(C(F)(F)F)cc2)C1, CCO, [Na+], [OH-]. Yields the product O=C(O)C1CCCN(CCOCC=C(c2ccc(C(F)(F)F)cc2)c2ccc(C(F)(F)F)cc2)C1. Reaction SMILES: [CH2:1]([CH3:2])[O:3][C:4](=[O:5])[CH:6]1[CH2:7][N:8]([CH2:12][CH2:13][O:14][CH2:15][CH:16]=[C:17]([c:18]2[cH:19][cH:20][c:21]([C:24]([F:25])([F:26])[F:27])[cH:22][cH:23]2)[c:28]2[cH:29][cH:30][c:31]([C:34]([F:35])([F:36])[F:37])[cH:32][cH:33]2)[CH2:9][CH2:10][CH2:11]1.[CH3:40][CH2:41][OH:42].[Na+:39].[OH-:38]>>[O:3]=[C:4]([OH:5])[CH:6]1[CH2:7][N:8]([CH2:12][CH2:13][O:14][CH2:15][CH:16]=[C:17]([c:18]2[cH:19][cH:20][c:21]([C:24]([F:25])([F:26])[F:27])[cH:22][cH:23]2)[c:28]2[cH:29][cH:30][c:31]([C:34]([F:35])([F:36])[F:37])[cH:32][cH:33]2)[CH2:9][CH2:10][CH2:11]1.